From a dataset of the Open Reaction Database (ORD), a public repository of structured organic reaction records. describe an organic reaction: reactants, conditions, products, and yield Reactants: N1=CC(=CC=C1)C=1C=C2C(=NC1)NC=C2 (5-Pyridin-3-yl-1H-pyrrolo[2,3-b]pyridine), C(C1=CC=CC=C1)OC=1C(=C(C=O)C(=CC1)F)F (3-Benzyloxy-2,6-difluoro-benzaldehyde), [OH-].[K+] (potassium hydroxide), Cl (HCl). Solvent: CO (methanol), O (water). Reaction conditions: time 8 hour. The product is C(C1=CC=CC=C1)OC=1C(=C(C(=CC1)F)C(O)C1=CNC2=NC=C(C=C21)C=2C=NC=CC2)F ((3-Benzyloxy-2,6-difluoro-phenyl)-(5-pyridin-3-yl-1H-pyrrolo[2,3-b]pyridin-3-yl)-methanol). RXN SMILES: [N:1]1[CH:6]=[CH:5][CH:4]=[C:3]([C:7]2[CH:8]=[C:9]3[CH:15]=[CH:14][NH:13][C:10]3=[N:11][CH:12]=2)[CH:2]=1.[CH2:16]([O:23][C:24]1[C:25]([F:33])=[C:26]([C:29]([F:32])=[CH:30][CH:31]=1)[CH:27]=[O:28])[C:17]1[CH:22]=[CH:21][CH:20]=[CH:19][CH:18]=1.[OH-].[K+].Cl>CO.O>[CH2:16]([O:23][C:24]1[C:25]([F:33])=[C:26]([CH:27]([C:15]2[C:9]3[C:10](=[N:11][CH:12]=[C:7]([C:3]4[CH:2]=[N:1][CH:6]=[CH:5][CH:4]=4)[CH:8]=3)[NH:13][CH:14]=2)[OH:28])[C:29]([F:32])=[CH:30][CH:31]=1)[C:17]1[CH:18]=[CH:19][CH:20]=[CH:21][CH:22]=1 |f:2.3|. Reported procedure: To 5-pyridin-3-yl-1H-pyrrolo[2,3-b]pyridine (20, 750.0 mg, 0.003842 mol, prepared as in Example 9) in methanol (20.0 mL) were added 3-benzyloxy-2,6-difluoro-benzaldehyde (27, 1.12 g, 4.5 mmol) and potassium hydroxide (1.50 g, 0.0267 mol) under an atmosphere of nitrogen. The reaction was stirred at room temperature overnight and then poured into water, acidified with 1N HCl to pH around 2 and extracted with ethyl acetate. The organic layer was dried over anhydrous sodium sulfate and filtered. The...